Task: describe an organic reaction: reactants, conditions, products, and yield. Dataset: the Open Reaction Database (ORD), a public repository of structured organic reaction records The reactants are ClC1=NC(=CC2=CC(=C(C=C12)F)OC)NC1=NNC(=C1)C1CC1 ((1-Chloro-7-fluoro-6-methoxy-isoquinolin-3-yl)-(5-cyclopropyl-1H-pyrazol-3-yl)-amine). The solvent is C(C)(C)O (isopropanol). The product is C1(CC1)C1=CC(=NN1)NC=1N=C(C2=CC(=C(C=C2C1)OC)F)OC(C)C ((5-Cyclopropyl-1H-pyrazol-3-yl)-(7-fluoro-1-isopropoxy-6-methoxy-isoquinolin-3-yl)-amine). As a reaction SMILES: Cl[C:2]1[C:11]2[C:6](=[CH:7][C:8]([O:13][CH3:14])=[C:9]([F:12])[CH:10]=2)[CH:5]=[C:4]([NH:15][C:16]2[CH:20]=[C:19]([CH:21]3[CH2:23][CH2:22]3)[NH:18][N:17]=2)[N:3]=1>C(O)(C)C>[CH:21]1([C:19]2[NH:18][N:17]=[C:16]([NH:15][C:4]3[N:3]=[C:2]([O:13][CH:8]([CH3:9])[CH3:7])[C:11]4[C:6]([CH:5]=3)=[CH:7][C:8]([O:13][CH3:14])=[C:9]([F:12])[CH:10]=4)[CH:20]=2)[CH2:23][CH2:22]1. Procedure details: Similar procedure as described in example 376 was used, starting from isopropanol, (1-Chloro-7-fluoro-6-methoxy-isoquinolin-3-yl)-(5-cyclopropyl-1H-pyrazol-3-yl)-amine to give (5-Cyclopropyl-1H-pyrazol-3-yl)-(7-fluoro-1-isopropoxy-6-methoxy-isoquinolin-3-yl)-amine. LC-MS: m/e 357(MH+). Starting materials: Cl.C1=C(C=CC=2C3=CC=CC=C3NC12)OCCNCC(O)C=1C=CC(=C(C1)NC=O)OCC1=CC=CC=C1 ((±)-N-[5-[2-[2-(9H-carbazol-2-yloxy)ethylamino]-1-hydroxyethyl]-2-(benzyloxy)phenyl]formamide hydrochloride), CO.C(Cl)(Cl)Cl (methanol chloroform), compound, compound. Reagents/catalysts: [Pd] (palladium/carbon). The solvent is CO (methanol). The product is Cl.C1=C(C=CC=2C3=CC=CC=C3NC12)OCCNCC(O)C=1C=CC(=C(C1)NC=O)O ((±)-N-[5-[2-[2-(9H-carbazol-2-yloxy)ethylamino]-1-hydroxyethyl]-2-hydroxyphenyl]formamide hydrochloride). RXN SMILES: Cl.[CH:2]1[C:14]2[NH:13][C:12]3[C:7](=[CH:8][CH:9]=[CH:10][CH:11]=3)[C:6]=2[CH:5]=[CH:4][C:3]=1[O:15][CH2:16][CH2:17][NH:18][CH2:19][CH:20]([C:22]1[CH:23]=[CH:24][C:25]([O:31]CC2C=CC=CC=2)=[C:26]([NH:28][CH:29]=[O:30])[CH:27]=1)[OH:21].CO.C(Cl)(Cl)[Cl:42]>CO.[Pd]>[ClH:42].[CH:2]1[C:14]2[NH:13][C:12]3[C:7](=[CH:8][CH:9]=[CH:10][CH:11]=3)[C:6]=2[CH:5]=[CH:4][C:3]=1[O:15][CH2:16][CH2:17][NH:18][CH2:19][CH:20]([C:22]1[CH:23]=[CH:24][C:25]([OH:31])=[C:26]([NH:28][CH:29]=[O:30])[CH:27]=1)[OH:21] |f:0.1,2.3,6.7|. Reported procedure: According to the procedures as given in Example 2, the compound of Example 22 (in a solution of 40 mg of the compound in 5.8 ml of methanol) was subjected to a hydrogenolysis using 10% palladium/carbon black (27 mg), whereby the above-identified compound (28.1 mg) was obtained. Rf=0.08 (methanol/chloroform of 1/10). The reactants are [Br-], COCCBr, [H-], [Na+], CN(C)C=O, CC(=O)c1cc(O)cc(S(F)(F)(F)(F)F)c1. Yields the product COCCOc1cc(C(C)=O)cc(S(F)(F)(F)(F)F)c1. As a reaction SMILES: [Br-:24].[Br:17][CH2:18][CH2:19][O:20][CH3:21].[H-:22].[Na+:23].[O:25]=[CH:26][N:27]([CH3:28])[CH3:29].[OH:1][c:2]1[cH:3][c:4]([C:14]([CH3:15])=[O:16])[cH:5][c:6]([S:8]([F:9])([F:10])([F:11])([F:12])[F:13])[cH:7]1>>[O:1]([c:2]1[cH:3][c:4]([C:14]([CH3:15])=[O:16])[cH:5][c:6]([S:8]([F:9])([F:10])([F:11])([F:12])[F:13])[cH:7]1)[CH2:18][CH2:19][O:20][CH3:21]. Reactants: C[Si](C)(C)[N-][Si](C)(C)C.[Li+] (Lithium bis(trimethylsilyl)amide), COC(=O)C1CCC2=CC(=CC=C12)Br ((rac)-5-bromo-indan-1-carboxylic acid methyl ester), IC (iodomethane). Run in C1CCOC1 (THF). Conditions: temperature -78 celsius, time 45 minute. Product: COC(=O)C1(CCC2=CC(=CC=C12)Br)C ((rac)-5-Bromo-1-methyl-indan-1-carboxylic acid methyl ester). Isolated yield 95.3%. RXN SMILES: C[Si]([N-][Si](C)(C)C)(C)C.[Li+].[CH3:11][O:12][C:13]([CH:15]1[C:23]2[C:18](=[CH:19][C:20]([Br:24])=[CH:21][CH:22]=2)[CH2:17][CH2:16]1)=[O:14].I[CH3:26]>C1COCC1>[CH3:11][O:12][C:13]([C:15]1([CH3:26])[C:23]2[C:18](=[CH:19][C:20]([Br:24])=[CH:21][CH:22]=2)[CH2:17][CH2:16]1)=[O:14] |f:0.1|. Reported procedure: Lithium bis(trimethylsilyl)amide (6.16 ml, 6.16 mmol, 1M solution in THF) was added dropwise to a solution of (rac)-5-bromo-indan-1-carboxylic acid methyl ester (1.31 g, 5.14 mmol) in dry THF (25 ml) at −78° C. After the addition was completed, the solution was stirred at −78° C. for 45 minutes. Then, iodomethane (2.19 g, 959 μl, 15.4 mmol) was added, the solution was allowed to warm to room temperature and stirred for 48 h. The reaction was quenched by addition of sat. NH4Cl solution and extrac... Starting materials: N[C@@H](CC(N)=O)C(=O)N[C@@H](CC(C)C)C(=O)O.C(=C)S(=O)(=O)C=C (Asn-Leu vinylsulfone), N[C@@H](CCC(O)=O)C(=O)O.N[C@@H](CC(N)=O)C(=O)O (Glu asparagine). The product is N[C@@H](CCC(O)=O)C(=O)N[C@@H](CC(N)=O)C(=O)N[C@@H](CC(C)C)C(=O)O.C(=C)S(=O)(=O)C=C (Glu-Asn-Leu vinylsulfone). As a reaction SMILES: [NH2:1][C@H:2]([C:7]([NH:9][C@H:10]([C:15]([OH:17])=[O:16])[CH2:11][CH:12]([CH3:14])[CH3:13])=[O:8])[CH2:3][C:4](=[O:6])[NH2:5].[CH:18]([S:20]([CH:23]=[CH2:24])(=[O:22])=[O:21])=[CH2:19].[NH2:25][C@H:26]([C:32](O)=[O:33])[CH2:27][CH2:28][C:29](=[O:31])[OH:30].N[C@H](C(O)=O)CC(=O)N>>[NH2:25][C@H:26]([C:32]([NH:1][C@H:2]([C:7]([NH:9][C@H:10]([C:15]([OH:17])=[O:16])[CH2:11][CH:12]([CH3:14])[CH3:13])=[O:8])[CH2:3][C:4](=[O:6])[NH2:5])=[O:33])[CH2:27][CH2:28][C:29](=[O:30])[OH:31].[CH:18]([S:20]([CH:23]=[CH2:24])(=[O:22])=[O:21])=[CH2:19] |f:0.1,2.3,4.5|. Procedure details: This compound is synthesized as described above for compound (i), except that Glu-asparagine is used in step (g). Reactants: OBO, COc1ccc(CN2Cc3c(Br)cc(CN4CC5CC4CN5C(C)C)cc3N(c3c(Cl)cccc3Cl)C2=O)cc1, Cc1ccccc1, CCO, Fc1cccc(Cl)c1, [Na+], [Na+], O=C([O-])[O-], c1ccc(P(c2ccccc2)(c2ccccc2)[Pd](P(c2ccccc2)(c2ccccc2)c2ccccc2)(P(c2ccccc2)(c2ccccc2)c2ccccc2)P(c2ccccc2)(c2ccccc2)c2ccccc2)cc1. Yields the product COc1ccc(CN2Cc3c(-c4ccc(F)cc4Cl)cc(CN4CC5CC4CN5C(C)C)cc3N(c3c(Cl)cccc3Cl)C2=O)cc1. As a reaction SMILES: [BH:41]([OH:42])[OH:43].[Br:1][c:2]1[c:3]2[c:8]([cH:9][c:10]([CH2:12][N:13]3[CH:14]4[CH2:15][N:16]([CH:20]([CH3:21])[CH3:22])[CH:17]([CH2:18]3)[CH2:19]4)[cH:11]1)[N:7]([c:23]1[c:24]([Cl:30])[cH:25][cH:26][cH:27][c:28]1[Cl:29])[C:6](=[O:31])[N:5]([CH2:32][c:33]1[cH:34][cH:35][c:36]([O:39][CH3:40])[cH:37][cH:38]1)[CH2:4]2.[CH3:58][c:59]1[cH:60][cH:61][cH:62][cH:63][cH:64]1.[CH3:65][CH2:66][OH:67].[Cl:44][c:45]1[cH:46][cH:47][cH:48][c:49]([F:51])[cH:50]1.[Na+:52].[Na+:53].[O-:54][C:55](=[O:56])[O-:57].[cH:68]1[cH:69][cH:70][c:71]([P:72]([Pd:73]([P:74]([c:75]2[cH:76][cH:77][cH:78][cH:79][cH:80]2)([c:81]2[cH:82][cH:83][cH:84][cH:85][cH:86]2)[c:87]2[cH:88][cH:89][cH:90][cH:91][cH:92]2)([P:93]([c:94]2[cH:95][cH:96][cH:97][cH:98][cH:99]2)([c:100]2[cH:101][cH:102][cH:103][cH:104][cH:105]2)[c:106]2[cH:107][cH:108][cH:109][cH:110][cH:111]2)[P:112]([c:113]2[cH:114][cH:115][cH:116][cH:117][cH:118]2)([c:119]2[cH:120][cH:121][cH:122][cH:123][cH:124]2)[c:125]2[cH:126][cH:127][cH:128][cH:129][cH:130]2)([c:131]2[cH:132][cH:133][cH:134][cH:135][cH:136]2)[c:137]2[cH:138][cH:139][cH:140][cH:141][cH:142]2)[cH:143][cH:144]1>>[c:2]1(-[c:46]2[c:45]([Cl:44])[cH:50][c:49]([F:51])[cH:48][cH:47]2)[c:3]2[c:8]([cH:9][c:10]([CH2:12][N:13]3[CH:14]4[CH2:15][N:16]([CH:20]([CH3:21])[CH3:22])[CH:17]([CH2:18]3)[CH2:19]4)[cH:11]1)[N:7]([c:23]1[c:24]([Cl:30])[cH:25][cH:26][cH:27][c:28]1[Cl:29])[C:6](=[O:31])[N:5]([CH2:32][c:33]1[cH:34][cH:35][c:36]([O:39][CH3:40])[cH:37][cH:38]1)[CH2:4]2. Reactants: ClC1=NC2=CC=CC=C2C(=N1)NC=1NN=C(C1)C1CC1 ((2-chloroquinazolin-4-yl)-(5-cyclopropyl-2H-pyrazol-3-yl)-amine), C(C1=CC=CC=C1)[Mg]Cl (benzylmagnesium chloride). The reagents and catalysts are Cl[Ni]1([P](CCC[P](C2=CC=CC=C2)1C3=CC=CC=C3)(C4=CC=CC=C4)C5=CC=CC=C5)Cl (NiCl2(dppp)). Solvent: C1CCOC1 (THF), C1CCOC1 (THF). Run at temperature 50 celsius. Product: C(C1=CC=CC=C1)C1=NC2=CC=CC=C2C(=N1)NC=1NN=C(C1)C1CC1 ((2-benzyl-quinazolin-4-yl)-(5-cyclopropyl-2H-pyrazol-3-yl)-amine). As a reaction SMILES: Cl[C:2]1[N:11]=[C:10]([NH:12][C:13]2[NH:14][N:15]=[C:16]([CH:18]3[CH2:20][CH2:19]3)[CH:17]=2)[C:9]2[C:4](=[CH:5][CH:6]=[CH:7][CH:8]=2)[N:3]=1.[CH2:21]([Mg]Cl)[C:22]1[CH:27]=[CH:26][CH:25]=[CH:24][CH:23]=1>C1COCC1.Cl[Ni]1(Cl)[P](C2C=CC=CC=2)(C2C=CC=CC=2)CCC[P]1(C1C=CC=CC=1)C1C=CC=CC=1>[CH2:21]([C:2]1[N:11]=[C:10]([NH:12][C:13]2[NH:14][N:15]=[C:16]([CH:18]3[CH2:20][CH2:19]3)[CH:17]=2)[C:9]2[C:4](=[CH:5][CH:6]=[CH:7][CH:8]=2)[N:3]=1)[C:22]1[CH:27]=[CH:26][CH:25]=[CH:24][CH:23]=1 |^1:37,53|. Reported procedure: To a solution of the above-prepared (2-chloroquinazolin-4-yl)-(5-cyclopropyl-2H-pyrazol-3-yl)-amine (123 mg, 0.43 mmol) in THF (5 mL) is added NiCl2(dppp) (12 mg, 2.1.10−5 mol), followed by 1M benzylmagnesium chloride in THF (2.15 mL, 2.15 mmol). The solution is heated at 50° C. for 20 hours and the reaction mixture is then quenched with aqueous NH4Cl and the product extracted in ethyl acetate. The solvent is evaporated and the residue purified by flash chromatography to yield the desired (2-ben... Reactants: ice, BrC=1C=C2NC(=C3C[C@H]4N(C[C@H](C[C@@H]4C(C1)=C32)NC(N(CC)CC)=O)C)SC (3-(13-bromo-6-methyl-2-methylthio-8α-ergolinyl)-1,1-diethylurea), [BH4-].[Na+] (sodium borohydride), 11, N (ammonia). Run in FC(C(=O)O)(F)F (trifluoroacetic acid). Run at time 2 hour. Product: BrC=1C=C2NC=C3C[C@H]4N(C[C@H](C[C@@H]4C(C1)=C32)NC(N(CC)CC)=O)C (3-(13-bromo-6-methyl-8α-ergolinyl)-1,1-diethylurea). Isolated yield 56.4%. Reaction SMILES: [Br:1][C:2]1[CH:3]=[C:4]2[C:17]3[C:7]([CH2:8][C@@H:9]4[C@@H:14]([C:15]=3[CH:16]=1)[CH2:13][C@H:12]([NH:18][C:19](=[O:25])[N:20]([CH2:23][CH3:24])[CH2:21][CH3:22])[CH2:11][N:10]4[CH3:26])=[C:6](SC)[NH:5]2.[BH4-].[Na+].N>FC(F)(F)C(O)=O>[Br:1][C:2]1[CH:3]=[C:4]2[C:17]3[C:7]([CH2:8][C@@H:9]4[C@@H:14]([C:15]=3[CH:16]=1)[CH2:13][C@H:12]([NH:18][C:19](=[O:25])[N:20]([CH2:23][CH3:24])[CH2:21][CH3:22])[CH2:11][N:10]4[CH3:26])=[CH:6][NH:5]2 |f:1.2|. Procedure details: Under argon, 10.74 g (23 mmol) of 3-(13-bromo-6-methyl-2-methylthio-8α-ergolinyl)-1,1-diethylurea is dissolved in 200 ml of trifluoroacetic acid. At a temperature of -15° C., sodium borohydride tablets are added thereto in 8 portions of 0.5 g each. After a reaction period of 11/2 hours at -15° C., the mixture is poured on 500 ml of ice, the solution is gently rendered alkaline with 25% strength ammonia solution, and extracted with methylene chloride. The organic phases are dried over magnesium s... The reactants are O=C1OC(C(N1C(=O)OC(C)(C)C)CC1=CC=C(C=C1)C(F)(F)F)C1=CC=NC=C1 (1,1-dimethylethyl (4RS,5SR)-2-oxo-5-(4-pyridyl)-4-((4-(trifluoromethyl)phenyl)methyl)-1,3-oxazolidine-3-carboxylate), [OH-].[Na+] (sodium hydroxide), O (water). Run in CO (methanol). Conditions: time 1 hour. The product is OC(C(CC1=CC=C(C=C1)C(F)(F)F)NC(OC(C)(C)C)=O)C1=CC=NC=C1 (1,1-dimethylethyl (1RS,2SR)-2-hydroxy-2-(4-pyridyl)-1-((4-(trifluoromethyl)phenyl)methyl)ethylcarbamate). The yield is 83.6%. RXN SMILES: O=C1[N:6]([C:7]([O:9][C:10]([CH3:13])([CH3:12])[CH3:11])=[O:8])[CH:5]([CH2:14][C:15]2[CH:20]=[CH:19][C:18]([C:21]([F:24])([F:23])[F:22])=[CH:17][CH:16]=2)[CH:4]([C:25]2[CH:30]=[CH:29][N:28]=[CH:27][CH:26]=2)[O:3]1.[OH-].[Na+].O>CO>[OH:3][CH:4]([C:25]1[CH:26]=[CH:27][N:28]=[CH:29][CH:30]=1)[CH:5]([NH:6][C:7](=[O:8])[O:9][C:10]([CH3:12])([CH3:13])[CH3:11])[CH2:14][C:15]1[CH:20]=[CH:19][C:18]([C:21]([F:24])([F:23])[F:22])=[CH:17][CH:16]=1 |f:1.2|. Reported procedure: To a solution of 1,1-dimethylethyl (4RS,5SR)-2-oxo-5-(4-pyridyl)-4-((4-(trifluoromethyl)phenyl)methyl)-1,3-oxazolidine-3-carboxylate (500 mg, 1.18 mmol) in methanol (2.8 ml) was added 0.5N sodium hydroxide (2.8 ml, 1.40 mmol), and the mixture was stirred at room temperature for 1 hr. To the reaction solution was added water (20 ml), and the mixture was extracted with ethyl acetate (20 ml×2). The extract was washed with saturated brine, dried over anhydrous magnesium sulfate and evaporated under ...